describe an organic reaction: reactants, conditions, products, and yield From a dataset of the Open Reaction Database (ORD), a public repository of structured organic reaction records. The reactants are C(C)(C)(C)N1S(C(=CC1=O)C1=C(C=C(C=C1)C)F)(=O)=O (2-tert-Butyl-5-(2-fluoro-4-methylphenyl)isothiazol-3(2H)-one 1,1-dioxide), [H][H] (hydrogen). The reagents and catalysts are [Pd] (palladium). The solvent is C(C)O (ethanol). Yields the product C(C)(C)(C)N1S(C(CC1=O)C1=C(C=C(C=C1)C)F)(=O)=O (2-tert-Butyl-5-(2-fluoro-4-methylphenyl)isothiazolidin-3-one 1,1-dioxide). Yield: 79.5%. As a reaction SMILES: [C:1]([N:5]1[C:9](=[O:10])[CH:8]=[C:7]([C:11]2[CH:16]=[CH:15][C:14]([CH3:17])=[CH:13][C:12]=2[F:18])[S:6]1(=[O:20])=[O:19])([CH3:4])([CH3:3])[CH3:2].[H][H]>C(O)C.[Pd]>[C:1]([N:5]1[C:9](=[O:10])[CH2:8][CH:7]([C:11]2[CH:16]=[CH:15][C:14]([CH3:17])=[CH:13][C:12]=2[F:18])[S:6]1(=[O:19])=[O:20])([CH3:4])([CH3:2])[CH3:3]. Procedure details: 2-tert-Butyl-5-(2-fluoro-4-methylphenyl)isothiazol-3(2H)-one 1,1-dioxide (4.5 g) in ethanol (120 mL) was treated with palladium (900 mg, 8.46 mmol) (10% palladium on carbon) and placed on a par hydrogenator under a 50 psi atmosphere of hydrogen for 24 h. The reaction was filtered though celite. After concentration, the crude material was purified by silica gel chromatography (3–10% ethyl acetate:hexanes) to afford product as a white solid (3.6 g, 79%). 1H NMR (400 MHz, CDCl3): δ7.21–7.17 (m, 1H)...